This data is from the Open Reaction Database (ORD), a public repository of structured organic reaction records. The task is: describe an organic reaction: reactants, conditions, products, and yield The reactants are C=CCBr, CC(=O)Oc1c(C(C)(C)C)cc(O)cc1C(C)(C)C, O=C([O-])[O-], CC(C)=O, [K+], [K+]. The product is C=CCOc1cc(C(C)(C)C)c(OC(C)=O)c(C(C)(C)C)c1. As a reaction SMILES: [Br:26][CH2:27][CH:28]=[CH2:29].[C:1]([CH3:2])(=[O:3])[O:4][c:5]1[c:6]([C:16]([CH3:17])([CH3:18])[CH3:19])[cH:7][c:8]([OH:15])[cH:9][c:10]1[C:11]([CH3:12])([CH3:13])[CH3:14].[C:20](=[O:21])([O-:22])[O-:23].[CH3:30][C:31](=[O:32])[CH3:33].[K+:24].[K+:25]>>[C:1]([CH3:2])(=[O:3])[O:4][c:5]1[c:6]([C:16]([CH3:17])([CH3:18])[CH3:19])[cH:7][c:8]([O:15][CH2:29][CH:28]=[CH2:27])[cH:9][c:10]1[C:11]([CH3:12])([CH3:13])[CH3:14].